This data is from the Open Reaction Database (ORD), a public repository of structured organic reaction records. The task is: describe an organic reaction: reactants, conditions, products, and yield Reactants: NC1CCN2CCC3=C(C2C1)C=C1C(=C3)OCO1 (2-amino-1,3,4,6,7,11b-hexahydro-9,10-methylenedioxy-2H-benzo[a]quinolizine), [OH-].[Na+] (NaOH), C(C1=CC=C(C=C1)OC)(=O)Cl (p-anisoyl chloride). Solvent: C1(=CC=CC=C1)C (toluene). Reaction conditions: time 1 hour. Yields the product Cl.COC1=CC=C(C(=O)NC2CCN3CCC4=C(C3C2)C=C2C(=C4)OCO2)C=C1 (1,3,4,6,7,11b-Hexahydro-2-(4-methoxybenzoylamino)-9,10-methylenedioxy-2H-benzo[a]quinolizine hydrochloride). Isolated yield 30.4%. Reaction SMILES: [NH2:1][CH:2]1[CH2:11][CH:10]2[N:5]([CH2:6][CH2:7][C:8]3[CH:15]=[C:14]4[O:16][CH2:17][O:18][C:13]4=[CH:12][C:9]=32)[CH2:4][CH2:3]1.[OH-].[Na+].[C:21]([Cl:31])(=[O:30])[C:22]1[CH:27]=[CH:26][C:25]([O:28][CH3:29])=[CH:24][CH:23]=1>C1(C)C=CC=CC=1>[ClH:31].[CH3:29][O:28][C:25]1[CH:26]=[CH:27][C:22]([C:21]([NH:1][CH:2]2[CH2:11][CH:10]3[N:5]([CH2:6][CH2:7][C:8]4[CH:15]=[C:14]5[O:16][CH2:17][O:18][C:13]5=[CH:12][C:9]=43)[CH2:4][CH2:3]2)=[O:30])=[CH:23][CH:24]=1 |f:1.2,5.6|. Procedure details: A mixture of 2-amino-1,3,4,6,7,11b-hexahydro-9,10-methylenedioxy-2H-benzo[a]quinolizine (6.5 g, 0.026 mole), 20% NaOH (50 ml) and 200 ml of toluene was cooled in an ice bath and p-anisoyl chloride (4.6 g) was added dropwise. The mixture was stirred in the cold for one hour whereupon the solid was collected and recrystallized from aqueous methanol-DMF. The free base was converted to the HCl salt with hydrogen chloride in a mixture of 2-propanol and ethyl acetate. The resulting solid was collected...